Dataset: the Open Reaction Database (ORD), a public repository of structured organic reaction records. Task: describe an organic reaction: reactants, conditions, products, and yield Reactants: Cl (HCl), Cl (HCl), O (water), C(C)(=O)OC(C1=C(C=CC(=C1)[N+](=O)[O-])Cl)=O (2-chloro-5-nitrobenzoyl acetate). The reagents and catalysts are [Fe] (iron), [Fe] (iron). Run in C(C)O (ethanol), C(C)O (ethanol). Yields the product C(C)(=O)OC(C1=C(C=CC(=C1)N)Cl)=O (5-amino-2-chlorobenzoyl acetate). The yield is 88.2%. Reaction SMILES: Cl.O.[C:3]([O:6][C:7](=[O:18])[C:8]1[CH:13]=[C:12]([N+:14]([O-])=O)[CH:11]=[CH:10][C:9]=1[Cl:17])(=[O:5])[CH3:4]>C(O)C.[Fe]>[C:3]([O:6][C:7](=[O:18])[C:8]1[CH:13]=[C:12]([NH2:14])[CH:11]=[CH:10][C:9]=1[Cl:17])(=[O:5])[CH3:4]. Reported procedure: 24 g of iron powder was added to a solution of 1.6 ml of concentrated HCl, 16.8 ml of water, and 70 ml of ethanol. 29.6 g of the 2-chloro-5-nitrobenzoyl acetate prepared above in Step 2 dissolved in 45 ml of ethanol, was then added to the mixture in three equal portions. The resultant reaction mixture was refluxed for 5 hours. An additional 2.4 g of iron and 0.1 ml of concentrated HCl was then added to the reaction mixture. The reaction mixture was then refluxed for an additional one hour, filte...